This data is from the Open Reaction Database (ORD), a public repository of structured organic reaction records. The task is: describe an organic reaction: reactants, conditions, products, and yield Starting materials: [Br-], Cl, [K+], CC(C)(C)C(=O)OCn1nnnc1C1N2C(=O)C(NC(=O)Cc3ccccc3)C2SC1(C)C. Product: CC(C)(C)C(=O)OCn1nnnc1C1N2C(=O)C(N)C2SC1(C)C. RXN SMILES: [Br-:35].[ClH:1].[K+:36].[c:2]1([CH2:3][C:4](=[O:5])[NH:11][CH:12]2[CH:13]3[N:14]([CH:15]([c:20]4[n:21][n:22][n:23][n:24]4[CH2:25][O:26][C:27]([C:28]([CH3:29])([CH3:30])[CH3:31])=[O:32])[C:16]([CH3:18])([CH3:19])[S:17]3)[C:33]2=[O:34])[cH:6][cH:7][cH:8][cH:9][cH:10]1>>[NH2:11][CH:12]1[CH:13]2[N:14]([CH:15]([c:20]3[n:21][n:22][n:23][n:24]3[CH2:25][O:26][C:27]([C:28]([CH3:29])([CH3:30])[CH3:31])=[O:32])[C:16]([CH3:18])([CH3:19])[S:17]2)[C:33]1=[O:34]. As a reaction SMILES: [CH3:1][N:2]([CH3:28])[CH2:3][CH:4]([OH:27])[CH2:5][O:6][C:7]1[CH:12]=[CH:11][CH:10]=[CH:9][C:8]=1[CH2:13][CH2:14][CH2:15][CH2:16][C:17]1[CH:26]=[CH:25][C:24]2[C:19](=[CH:20][CH:21]=[CH:22][CH:23]=2)[CH:18]=1.[ClH:29]>>[ClH:29].[CH3:28][N:2]([CH3:1])[CH2:3][CH:4]([OH:27])[CH2:5][O:6][C:7]1[CH:12]=[CH:11][CH:10]=[CH:9][C:8]=1[CH2:13][CH2:14][CH2:15][CH2:16][C:17]1[CH:26]=[CH:25][C:24]2[C:19](=[CH:20][CH:21]=[CH:22][CH:23]=2)[CH:18]=1 |f:2.3|. Yield: 88.0%. Reactants: CN(CC(COC1=C(C=CC=C1)CCCCC1=CC2=CC=CC=C2C=C1)O)C (3-dimethylamino-1-{2-[4-(2-naphthyl)butyl]phenoxy}-2-propanol), Cl (hydrochloride), Sephadex. Product: Cl.CN(CC(COC1=C(C=CC=C1)CCCCC1=CC2=CC=CC=C2C=C1)O)C (3-Dimethylamino-1-{2-[4-(2-naphthyl)butyl]-phenoxy}-2-propanol hydrochloride). Procedure: Following a procedure similar to that described in Example 17(c), 279 mg of 3-dimethylamino-1-{2-[4-(2-naphthyl)butyl]phenoxy}-2-propanol [prepared as described in step (b) above] were converted to the hydrochloride by passing it through a column packed with CM Sephadex C-25 (H+ type), to give 270 mg (yield 88%) of the title compound as a colorless oil. The reactants are C(C)OC(C(CN(CC1CCCC1)C1=NC(=NC=C1[N+](=O)[O-])Cl)C)=O ((rac)-3-[(2-chloro-5-nitro-pyrimidin-4-yl)-cyclopentylmethyl-amino]-2-methyl-propanoic acid ethyl ester), C(C)(=O)O (acetic acid). Reagents/catalysts: [Fe] (iron). The product is ClC=1N=CC2=C(N(CC(C(N2)=C)C)CC2CCCC2)N1 ((rac)-2-chloro-9-cyclopentylmethyl-7-methyl-6-methylene-6,7,8,9-tetrahydro-5H-pyrimido[4,5-b][1,4]diazepine). Reaction SMILES: C(O[C:4](=O)[CH:5]([CH3:24])[CH2:6][N:7]([C:14]1[C:19]([N+:20]([O-])=O)=[CH:18][N:17]=[C:16]([Cl:23])[N:15]=1)[CH2:8][CH:9]1[CH2:13][CH2:12][CH2:11][CH2:10]1)C.[C:26](O)(=O)C>[Fe]>[Cl:23][C:16]1[N:17]=[CH:18][C:19]2[NH:20][C:24](=[CH2:26])[CH:5]([CH3:4])[CH2:6][N:7]([CH2:8][CH:9]3[CH2:10][CH2:11][CH2:12][CH2:13]3)[C:14]=2[N:15]=1. Reported procedure: To a solution of 2.18 g (0.0059 mole) of (rac)-3-[(2-chloro-5-nitro-pyrimidin-4-yl)-cyclopentylmethyl-amino]-2-methyl-propanoic acid ethyl ester in 40 mL of acetic acid was added 2.0 g (0.0358 g-atom) of iron powder. The mixture was heated at 80 degrees for 2.5 hours, and then filtered through Celite while still hot. The filter cake was washed with 100 mL of ethyl acetate. The filtrate was washed successively with 100 mL of water, 100 mL of 7.4 M ammonium hydroxide, 100 mL of water and 100 mL of... The yield is 60.5%. Reaction SMILES: [Cl:1][C:2]1[CH:7]=[CH:6][C:5]([N+:8]([O-:10])=[O:9])=[C:4]([N+:11]([O-])=O)[CH:3]=1.[CH:14]([C:17]1[CH:23]=[CH:22][C:20](N)=[CH:19][CH:18]=1)([CH3:16])[CH3:15].C1C2C(CCCC2)CCC1>>[Cl:1][C:2]1[CH:7]=[CH:6][C:5]([N+:8]([O-:10])=[O:9])=[C:4]([NH:11][C:20]2[CH:22]=[CH:23][C:17]([CH:14]([CH3:16])[CH3:15])=[CH:18][CH:19]=2)[CH:3]=1. The product is ClC1=CC(=C(C=C1)[N+](=O)[O-])NC1=CC=C(C=C1)C(C)C (4-Chloro-2-[(4-isopropylphenyl)amino]-1-nitrobenzene). Reported procedure: A mixture of 15 g of 4-chloro-1,2-dinitrobenzene, 10 g of 4-isopropylaniline and 25 ml of Decaline® is refluxed for 15 hours. The reaction mixture is concentrated under 0.01 mm Hg, the residue is taken up with water, extracted with ether, washed with a 1N solution of HCl and with water and dried over Na2SO4 and the solvent is evaporated off under vacuum. The residue is chromatographed on silica using iso ether as the eluent to give 13 g of the expected product, which is used as such in the next ... Starting materials: ClC1=CC(=C(C=C1)[N+](=O)[O-])[N+](=O)[O-] (4-chloro-1,2-dinitrobenzene), C(C)(C)C1=CC=C(N)C=C1 (4-isopropylaniline), C1CCCC2CCCCC12 (Decaline). The yield is 88.0%. Procedure: A mixture of (4-chloro-3-formyl-benzyl)-(2-fluoro-ethyl)-carbamic acid tert-butyl ester (850 mg, 2.69 mmol) and cyclopropylamine (0.290 mL, 4.05 mmol) in MeOH (27 mL) was heated to reflux for 4 h. The mixture was allowed to cool to rt, and NaBH4 (153 mg, 4.40 mmol) was added in portions. The mixture was stirred for 1 h. The solvents were removed under reduced pressure, and EtOAc was added. The resulting mixture was washed with aq. sat. NaHCO3 and brine. The org. layer was dried over MgSO4, filte... Reaction SMILES: [C:1]([O:5][C:6](=[O:21])[N:7]([CH2:11][C:12]1[CH:17]=[CH:16][C:15]([Cl:18])=[C:14]([CH:19]=O)[CH:13]=1)[CH2:8][CH2:9][F:10])([CH3:4])([CH3:3])[CH3:2].[CH:22]1([NH2:25])[CH2:24][CH2:23]1.[BH4-].[Na+]>CO>[C:1]([O:5][C:6](=[O:21])[N:7]([CH2:11][C:12]1[CH:17]=[CH:16][C:15]([Cl:18])=[C:14]([CH2:19][NH:25][CH:22]2[CH2:24][CH2:23]2)[CH:13]=1)[CH2:8][CH2:9][F:10])([CH3:4])([CH3:3])[CH3:2] |f:2.3|. Starting materials: C(C)(C)(C)OC(N(CCF)CC1=CC(=C(C=C1)Cl)C=O)=O ((4-chloro-3-formyl-benzyl)-(2-fluoro-ethyl)-carbamic acid tert-butyl ester), C1(CC1)N (cyclopropylamine), [BH4-].[Na+] (NaBH4). Reaction conditions: time 1 hour. The product is C(C)(C)(C)OC(N(CCF)CC1=CC(=C(C=C1)Cl)CNC1CC1)=O ((4-Chloro-3-cyclopropylaminomethyl-benzyl)-(2-fluoro-ethyl)-carbamic acid tert-butyl ester). Solvent: CO (MeOH). Starting materials: NC1C(C(OC2=CC=C(C=C12)C#N)(C)C)O (4-Amino-3-hydroxy-2,2-dimethyl-chroman-6-carbonitrile), ClC=1C=C2C(N=C(NC2=CC1)OC)=O (6-chloro-2-methoxy-1H-quinazolin-4-one). Run in C1(=CC=CC=C1)C (toluene). Product: ClC=1C=C2C(N=C(NC2=CC1)NC1C(C(OC2=CC=C(C=C12)C#N)(C)C)O)=O (4-(6-Chloro-4-oxo-1,4-dihydro-quinazolin-2-ylamino)-3-hydroxy-2,2-dimethyl-chroman-6-carbonitrile). RXN SMILES: [NH2:1][CH:2]1[C:11]2[C:6](=[CH:7][CH:8]=[C:9]([C:12]#[N:13])[CH:10]=2)[O:5][C:4]([CH3:15])([CH3:14])[CH:3]1[OH:16].[Cl:17][C:18]1[CH:19]=[C:20]2[C:25](=[CH:26][CH:27]=1)[NH:24][C:23](OC)=[N:22][C:21]2=[O:30]>C1(C)C=CC=CC=1>[Cl:17][C:18]1[CH:19]=[C:20]2[C:25](=[CH:26][CH:27]=1)[NH:24][C:23]([NH:1][CH:2]1[C:11]3[C:6](=[CH:7][CH:8]=[C:9]([C:12]#[N:13])[CH:10]=3)[O:5][C:4]([CH3:14])([CH3:15])[CH:3]1[OH:16])=[N:22][C:21]2=[O:30]. Procedure details: 4-Amino-3-hydroxy-2,2-dimethyl-chroman-6-carbonitrile (5 mmoL) and 6-chloro-2-methoxy-1H-quinazolin-4-one (5 mmoL) in toluene (15 mL) in a sealed tube were heated at 150° C. for 4 hrs. The solvent was removed and the residue was purified by silica gel chromatography with hexanes and ethyl acetate to yield the title compound as white solid. Reactants: COC(=O)C1=C(NC(=C(C1C1=CC(=CC=C1)[N+](=O)[O-])C(=O)O)C)C (1,4-dihydro-2.6-dimethyl-4-(m-nitrophenyl)-pyridine-3,5-dicarboxylic acid 3-methyl ester), C(C)(C)(C)OC(=O)NCCC1=CC=C(C=C1)OCCBr (N-tertiary butoxycarbonyl-2-[p-(2-bromoethoxy)-phenyl]-ethylamine), C([O-])([O-])=O.[K+].[K+] (potassium carbonate). The solvent is C(C)#N (acetonitrile). Run at time 20 hour. Yields the product COC(=O)C=1C(C(=C(NC1C)C)C(=O)OCCOC1=CC=C(C=C1)CCNC(=O)OC(C)(C)C)C1=CC(=CC=C1)[N+](=O)[O-] (1,4-dihydro-2,6-dimethyl-4-(m-nitrophenyl)-pyridine-3,5-dicarboxylic acid 3-{2-[p-(2-tertiary butoxycarbonylaminoethyl)-phenoxy]-ethyl}-ester 5-methyl ester). Reaction SMILES: [CH3:1][O:2][C:3]([C:5]1[CH:10]([C:11]2[CH:16]=[CH:15][CH:14]=[C:13]([N+:17]([O-:19])=[O:18])[CH:12]=2)[C:9]([C:20]([OH:22])=[O:21])=[C:8]([CH3:23])[NH:7][C:6]=1[CH3:24])=[O:4].[C:25]([O:29][C:30]([NH:32][CH2:33][CH2:34][C:35]1[CH:40]=[CH:39][C:38]([O:41][CH2:42][CH2:43]Br)=[CH:37][CH:36]=1)=[O:31])([CH3:28])([CH3:27])[CH3:26].C(=O)([O-])[O-].[K+].[K+]>C(#N)C>[CH3:1][O:2][C:3]([C:5]1[CH:10]([C:11]2[CH:16]=[CH:15][CH:14]=[C:13]([N+:17]([O-:19])=[O:18])[CH:12]=2)[C:9]([C:20]([O:22][CH2:43][CH2:42][O:41][C:38]2[CH:37]=[CH:36][C:35]([CH2:34][CH2:33][NH:32][C:30]([O:29][C:25]([CH3:26])([CH3:28])[CH3:27])=[O:31])=[CH:40][CH:39]=2)=[O:21])=[C:8]([CH3:23])[NH:7][C:6]=1[CH3:24])=[O:4] |f:2.3.4|. Reported procedure: 3.3 g (100 mmol) of 1,4-dihydro-2.6-dimethyl-4-(m-nitrophenyl)-pyridine-3,5-dicarboxylic acid 3-methyl ester, 3.5 g (10 mmol) of the bromoethoxy compound from step 1b), and 2.8 g (20 mmol) of potassium carbonate are heated at boiling in 50 ml of acetonitrile while stirring and under reflux. After approximately 20 hours, the reaction mixture is filtered and the filtrate is concentrated by evaporation under reduced pressure. The residue is dissolved in ethyl acetate and washed with water, and the ... Starting materials: ice water, CON(C(C1=C(C=C(C(=C1)N1C(NC(=CC1=O)C(F)(F)F)=O)F)Cl)=O)C (N-methoxy-N-methyl-2-chloro-5-[3,6-dihydro-2,6-dioxo-4-trifluoromethyl-1(2H)-pyrimidinyl]-4-fluorobenzamide), P(=O)(Cl)(Cl)Cl (phosphorus oxychloride), N1=CC=CC=C1 (pyridine). The solvent is C1(=CC=CC=C1)C (toluene). Conditions: temperature 80 celsius, time 3.5 hour. Yields the product CON(C(C1=C(C=C(C(=C1)N1C(=NC(=CC1=O)C(F)(F)F)Cl)F)Cl)=O)C (N-methoxy-N-methyl-2-chloro-5-[2-chloro-4-oxo-6-trifluoromethyl-3(4H)-pyrimidinyl]-4-fluorobenzamide). Reaction SMILES: [CH3:1][O:2][N:3]([CH3:26])[C:4](=[O:25])[C:5]1[CH:10]=[C:9]([N:11]2[C:16](=[O:17])[CH:15]=[C:14]([C:18]([F:21])([F:20])[F:19])[NH:13][C:12]2=O)[C:8]([F:23])=[CH:7][C:6]=1[Cl:24].P(Cl)(Cl)([Cl:29])=O.N1C=CC=CC=1>C1(C)C=CC=CC=1>[CH3:1][O:2][N:3]([CH3:26])[C:4](=[O:25])[C:5]1[CH:10]=[C:9]([N:11]2[C:16](=[O:17])[CH:15]=[C:14]([C:18]([F:21])([F:20])[F:19])[N:13]=[C:12]2[Cl:29])[C:8]([F:23])=[CH:7][C:6]=1[Cl:24]. Procedure details: A mixture of 1.98 g of N-methoxy-N-methyl-2-chloro-5-[3,6-dihydro-2,6-dioxo-4-trifluoromethyl-1(2H)-pyrimidinyl]-4-fluorobenzamide, 1.5 ml of phosphorus oxychloride and 1.2 ml of pyridine in 10 ml of toluene is stirred at 80° C. for 3.5 hours. The mixture is then treated with 50 ml of ice-water and extracted three times with 80 ml of ethyl acetate each time. The combined organic phases are washed to neutrality, dried over anhydrous sodium sulphate and treated with 200 ml of n-hexane, and the mix... Starting materials: O=C([O-])O, CC(C)c1cc(Sc2c(Cl)cc(-n3nc(C(=O)O)c(=O)[nH]c3=O)cc2Cl)n[nH]c1=O, [Na+], [Na+], [OH-], O, O=C(O)CS. The product is CC(C)c1cc(Sc2c(Cl)cc(-n3ncc(=O)[nH]c3=O)cc2Cl)n[nH]c1=O. As a reaction SMILES: [C:36](=[O:37])([OH:38])[O-:39].[Cl:1][c:2]1[cH:3][c:4](-[n:20]2[n:21][c:22]([C:28]([OH:29])=[O:30])[c:23](=[O:27])[nH:24][c:25]2=[O:26])[cH:5][c:6]([Cl:19])[c:7]1[S:8][c:9]1[n:10][nH:11][c:12](=[O:18])[c:13]([CH:15]([CH3:16])[CH3:17])[cH:14]1.[Na+:40].[Na+:43].[OH-:42].[OH2:41].[OH:31][C:32]([CH2:33][SH:34])=[O:35]>>[Cl:1][c:2]1[cH:3][c:4](-[n:20]2[n:21][cH:22][c:23](=[O:27])[nH:24][c:25]2=[O:26])[cH:5][c:6]([Cl:19])[c:7]1[S:8][c:9]1[n:10][nH:11][c:12](=[O:18])[c:13]([CH:15]([CH3:16])[CH3:17])[cH:14]1. Reactants: Tris tricine SDS, CC[C@H](C)[C@H]1C(=O)N[C@@H](C(=O)N[C@H](C(=O)N[C@@H](C(=O)N[C@H](C(=O)NCCCC[C@@H](C(=O)N[C@@H](C(=O)N1)CCCN)NC(=O)[C@H]([C@@H](C)CC)NC(=O)[C@@H](CCC(=O)O)NC(=O)[C@H](CC(C)C)NC(=O)[C@@H]2CSC(=N2)[C@H]([C@@H](C)CC)N)CC(=O)N)CC(=O)O)CC3=CN=CN3)CC=4C=CC=CC4 (Bacitracin), CCCCCCCCCCCCOS(=O)(=O)[O-].[Na+] (SDS), 80V, polypeptide, C=1C=CC2=C(C1)C(OS2(=O)=O)(C=3C=C(C(=C(C3)Br)O)Br)C=4C=C(C(=C(C4)Br)O)Br (bromophenol blue), [ 1987 ], CCCCCCCCCCCCOS(=O)(=O)[O-].[Na+] (SDS), N(CC(=O)O)C(CO)(CO)CO (Tricine), C([C@@H]1[C@H]([C@@H]([C@H]([C@H](O1)O[C@]2([C@H]([C@@H]([C@H](O2)CO)O)O)CO)O)O)O)O (sucrose). The solvent is C(C(CO)(CO)N)O.Cl (Tris-HCl), CO (methanol), C(C(CO)(CO)N)O.Cl (Tris-HCl), CO (methanol), C(C(CO)(CO)N)O.Cl (Tris-HCl), C(C)(=O)O (acetic acid). Conditions: time 5 minute. Product: C(C(CO)(CO)N)O.N(CC(=O)O)C(CO)(CO)CO (Tris Tricine). RXN SMILES: [NH:1]([C:6]([CH2:11][OH:12])([CH2:9][OH:10])[CH2:7][OH:8])[CH2:2][C:3]([OH:5])=[O:4].CCCCCCCCCCCCOS([O-])(=O)=O.[Na+].C(O)[C@H]1O[C@H](O[C@]2(CO)O[C@H](CO)[C@@H](O)[C@@H]2O)[C@H](O)[C@@H](O)[C@@H]1O.C1C=CC2S(=O)(=O)OC(C3C=C(Br)C(O)=C(Br)C=3)(C3C=C(Br)C(O)=C(Br)C=3)C=2C=1.CC[C@@H]([C@@H]1NC(=O)[C@@H](CCCN)NC(=O)[C@@H](NC([C@@H](NC([C@H](NC([C@@H](NC([C@H]2N=C([C@@H](N)[C@H](CC)C)SC2)=O)CC(C)C)=O)CCC(O)=O)=O)[C@H](CC)C)=O)CCCCNC(=O)[C@H](CC(N)=O)NC(=O)[C@@H](CC(O)=O)NC(=O)[C@H](CC2NC=NC=2)NC(=O)[C@@H](CC2C=CC=CC=2)NC1=O)C>C(O)C(N)(CO)CO.Cl.CO.C(O)(=O)C>[CH2:7]([OH:8])[C:6]([NH2:1])([CH2:11][OH:12])[CH2:9][OH:10].[NH:1]([C:6]([CH2:9][OH:10])([CH2:11][OH:12])[CH2:7][OH:8])[CH2:2][C:3]([OH:5])=[O:4] |f:1.2,6.7,10.11|. Procedure: Tris tricine SDS-PAGE electrophoresis was performed according to Schagger and von Sagow [1987] using precast 16.5% T gels (Biorad, Hercules, Calif.). The anode buffer consisted of 0.2M Tris-HCl, pH 8.9 and the cathode buffer consisted of 0.1M Tris-HCl, 0.1M Tricine, 0.1% SDS, pH 8.25. Samples were diluted in 10 μl of 50 mM Tris-HCl, 4% (w/v) SDS 12% (w/v) sucrose, 5% (v/v) β morcaptoethanol, and trace of bromophenol blue, pH 6.8. After denaturation at 95° C. for 5 min, samples were loaded onto t...